Dataset: the Open Reaction Database (ORD), a public repository of structured organic reaction records. Task: describe an organic reaction: reactants, conditions, products, and yield Starting materials: N1(CCCCC1)CC1=CC(=NC=C1)OC\C=C/CNC(CCCCl)=O (N-[4-(4-piperidinomethyl-2-pyridyloxy) -cis-2-butenyl]-4-chlorobutyramide), CN1N=NN=C1S (1-methyl-5-mercaptotetrazole). Yields the product N1(CCCCC1)CC1=CC(=NC=C1)OC\C=C/CNC(CCCSC1=NN=NN1C)=O (N-[4-(4-Piperidinomethyl-2-pyridyloxy)-cis-2-butenyl]-4-(1-methyltetrazol-5-ylthio)butyramide). The yield is 70.0%. RXN SMILES: [N:1]1([CH2:7][C:8]2[CH:13]=[CH:12][N:11]=[C:10]([O:14][CH2:15]/[CH:16]=[CH:17]\[CH2:18][NH:19][C:20](=[O:25])[CH2:21][CH2:22][CH2:23]Cl)[CH:9]=2)[CH2:6][CH2:5][CH2:4][CH2:3][CH2:2]1.[CH3:26][N:27]1[C:31]([SH:32])=[N:30][N:29]=[N:28]1>>[N:1]1([CH2:7][C:8]2[CH:13]=[CH:12][N:11]=[C:10]([O:14][CH2:15]/[CH:16]=[CH:17]\[CH2:18][NH:19][C:20](=[O:25])[CH2:21][CH2:22][CH2:23][S:32][C:31]3[N:27]([CH3:26])[N:28]=[N:29][N:30]=3)[CH:9]=2)[CH2:6][CH2:5][CH2:4][CH2:3][CH2:2]1. Procedure: Following a procedure similar to that described in Example 34, but using N-[4-(4-piperidinomethyl-2-pyridyloxy) -cis-2-butenyl]-4-chlorobutyramide (prepared as described in Preparation 2) and 1-methyl-5-mercaptotetrazole as starting materials, in relative proportions similar to those used in that Example, the title compound was obtained as an oil in a 70% yield. Reactants: C(C)(C)(C)C=1C(=C(C=C(C1)CCC(=O)OCCCCCCCC)N1N=C2C(=N1)C=CC(=C2)Cl)O (2-[3′-t-butyl-2′-hydroxy-5′-(2-octyloxycarbonylethyl)phenyl)-5-chorobenzotriazole), C(C)(C)(C)C=1C(=C(C=C(C1)CCC(=O)OCCCCCCCC)N1N=C2C(=N1)C=CC=C2)O (2-[3′-t-butyl-2′-hydroxy-5′-(2-octyloxycarbonylethyl)phenyl]benzotriazole), C(C)(C)(C)C=1C(=C(C=C(C1)CCC(=O)OC)N1N=C2C(=N1)C=CC=C2)O (2-[3′-t-butyl-5′-(2-methoxycarbonylethyl)-2′-hydroxyphenyl]-2H-benzotriazole), C(C)(C)(C)C=1C(=C(C=C(C1)CCC(=O)OC)N1N=C2C(=N1)C=CC=C2)O (2-[3′-t-butyl-2′-hydroxy-5′-(2-methoxycarbonylethyl)phenyl]benzotriazole), C(C)(C)(C)C=1C(=C(C=C(C1)CCC(=O)OCCCCCC(C)C)N1N=C2C(=N1)C=CC=C2)O (2-[3′-t-butyl-2′-hydroxy-5′-(2-iso-octyloxycarbonylethyl)phenyl]benzotriazole), polyethylene glycol 300, C(C1=C(C(=CC(=C1)C(CC(C)(C)C)(C)C)N1N=C2C(=N1)C=CC=C2)O)C2=C(C(=CC(=C2)C(CC(C)(C)C)(C)C)N2N=C1C(=N2)C=CC=C1)O (2,2′-methylene-bis[4-(1,1,3,3-tetramethylbutyl)-6-benzotriazol-2-yl-phenol]), C(CCCCCCCCCCC)C=1C(=C(C=C(C1)C)N1N=C2C(=N1)C=CC=C2)O (2-(3′-dodecyl-2′-hydroxy-5′-methylphenyl)benzotriazole), C(C)(C)(C)C=1C(=C(C=C(C1)CCC(=O)OCC(CCCC)CC)N1N=C2C(=N1)C=CC(=C2)Cl)O (2-[3′-t-butyl-5′-(2-(2-ethylhexyloxy)carbonylethyl)-2′-hydroxyphenyl]-5-chlorobenzotriazole), C(C)(C)(C)C=1C(=C(C=C(C1)CCC(=O)OC)N1N=C2C(=N1)C=CC(=C2)Cl)O (2-[3′-t-butyl-2′-hydroxy-5′-(2-methoxycarbonylethyl)phenyl]-5-chlorobenzotriazole), C(C)(C)(C)C=1C(=C(C=C(C1)CCC(=O)OCC(CCCC)CC)N1N=C2C(=N1)C=CC=C2)O (2-[3′-t-butyl-5′-(2-(2-ethylhexyloxy)carbonylethyl)-2′-hydroxyphenyl)benzotriazole). Product: CC(C1=CC=CC=C1)(C)C=1C(=C(C=C(C1)C(C1=CC=CC=C1)(C)C)N1N=C2C(=N1)C=CC=C2)O (2-[3′,5′-bis(α,α-dimethylbenzyl)-2′-hydroxyphenyl]benzotriazole). Reaction SMILES: [C:1]([C:5]1[C:6]([OH:34])=[C:7]([N:24]2[N:28]=[C:27]3[CH:29]=[CH:30][C:31](Cl)=[CH:32][C:26]3=[N:25]2)[CH:8]=[C:9](CCC(OCCCCCCCC)=O)[CH:10]=1)([CH3:4])([CH3:3])[CH3:2].[C:35]([C:39]1[C:40](O)=[C:41](N2N=C3C=CC(Cl)=CC3=N2)[CH:42]=[C:43](CCC(OCC(CC)CCCC)=O)[CH:44]=1)(C)([CH3:37])[CH3:36].[C:69]([C:73]1C(O)=C(N2N=C3C=CC(Cl)=CC3=N2)C=[C:77](CCC(OC)=O)[CH:78]=1)(C)(C)[CH3:70].C(C1C(O)=C(N2N=C3C=CC=CC3=N2)C=C(CCC(OC)=O)C=1)(C)(C)C.C(C1C(O)=C(N2N=C3C=CC=CC3=N2)C=C(CCC(OCCCCCCCC)=O)C=1)(C)(C)C.C(C1C(O)=C(N2N=C3C=CC=CC3=N2)C=C(CCC(OCC(CC)CCCC)=O)C=1)(C)(C)C.C(C1C(O)=C(N2N=C3C=CC=CC3=N2)C=C(C)C=1)CCCCCCCCCCC.C(C1C(O)=C(N2N=C3C=CC=CC3=N2)C=C(CCC(OCCCCCC(C)C)=O)C=1)(C)(C)C.C(C1C=C(C(C)(C)CC(C)(C)C)C=C(N2N=C3C=CC=CC3=N2)C=1O)C1C=C(C(C)(C)CC(C)(C)C)C=C(N2N=C3C=CC=CC3=N2)C=1O>>[CH3:3][C:1]([C:5]1[C:6]([OH:34])=[C:7]([N:24]2[N:25]=[C:26]3[CH:32]=[CH:31][CH:30]=[CH:29][C:27]3=[N:28]2)[CH:8]=[C:9]([C:35]([CH3:37])([CH3:36])[C:39]2[CH:44]=[CH:43][CH:42]=[CH:41][CH:40]=2)[CH:10]=1)([CH3:4])[C:2]1[CH:77]=[CH:78][CH:73]=[CH:69][CH:70]=1. Procedure details: mixtures of 2-[3′-t-butyl-2′-hydroxy-5′-(2-octyloxycarbonylethyl)phenyl)-5-chorobenzotriazole, 2-[3′-t-butyl-5′-(2-(2-ethylhexyloxy)carbonylethyl)-2′-hydroxyphenyl]-5-chlorobenzotriazole, 2-[3′-t-butyl-2′-hydroxy-5′-(2-methoxycarbonylethyl)phenyl]-5-chlorobenzotriazole, 2-[3′-t-butyl-2′-hydroxy-5′-(2-methoxycarbonylethyl)phenyl]benzotriazole, 2-[3′-t-butyl-2′-hydroxy-5′-(2-octyloxycarbonylethyl)phenyl]benzotriazole, 2-[3′-t-butyl-5′-(2-(2-ethylhexyloxy)carbonylethyl)-2′-hydroxyphenyl)benzotriazo... Starting materials: C1=CC2=C(C=C1S(=O)(=O)C3=CC4=C(C=C3)C(=O)OC4=O)C(=O)OC2=O (DSDA). Solvent: C1CCCCC1 (cyclohexane). Product: C1=CC=C2C(=C1)C3=CC=CC=C3S2=O (DBTO). RXN SMILES: [CH:1]1[C:6]([S:7]([C:10]2[CH:15]=[CH:14][C:13]3C(OC(=O)[C:12]=3[CH:11]=2)=O)(=[O:9])=O)=[CH:5][C:4]2C(OC(=O)[C:3]=2[CH:2]=1)=O>C1CCCCC1>[CH:13]1[CH:12]=[C:11]2[C:5]3[C:6]([S:7](=[O:9])[C:10]2=[CH:15][CH:14]=1)=[CH:1][CH:2]=[CH:3][CH:4]=3. Reported procedure: The cyclohexane extracts (containing DSDA) were combined and concentrated to an oil which was added hot (over 70° C.) in a thin stream over 5 min to a very vigorously agitated solution of 1.1 N aqueous sodium hydroxide (300 ml) at 95° C. Granules of DBTO were rapidly formed. The DBTO slurry was agitated vigorously at 90°-95° C. for 10-15 minutes, then cooled to 30° C. and filtered. The DBTO cake was thoroughly washed with water (3×100 ml) and dried (25-33% loss on drying). The solvent is O (water). The yield is 68.4%. Starting materials: FC1=C(C=C(C=C1)[N+](=O)[O-])C1=CC=CC=C1 (4-fluoro-3-phenylnitrobenzene), stannous chloride dihydrate, Cl (hydrochloric acid), C([O-])([O-])=O.[Na+].[Na+] (sodium carbonate). Reaction conditions: temperature 60 celsius. Yields the product FC1=C(C=C(N)C=C1)C1=CC=CC=C1 (4-Fluoro-3-phenylaniline). Procedure: A mixture of 18.5 g of 4-fluoro-3-phenylnitrobenzene, 76.7 g of stannous chloride dihydrate and 150 ml concentrated hydrochloric acid was heated at 60° C. for 2 hours with stirring. After cooling, the resulting precipitate was dissolved in water and the mixture was basified with sodium carbonate. The mixture was extracted five times with chloroform and the combined organic extracts were dried and evaporated to yield the product as a pale brown oil (10.9 g, yield 68%) which was used without furth... As a reaction SMILES: [F:1][C:2]1[CH:7]=[CH:6][C:5]([N+:8]([O-])=O)=[CH:4][C:3]=1[C:11]1[CH:16]=[CH:15][CH:14]=[CH:13][CH:12]=1.Cl.C(=O)([O-])[O-].[Na+].[Na+]>O>[F:1][C:2]1[CH:7]=[CH:6][C:5]([NH2:8])=[CH:4][C:3]=1[C:11]1[CH:16]=[CH:15][CH:14]=[CH:13][CH:12]=1 |f:2.3.4|. The reactants are BrCCCC1=CC=C(C=C1)F (1-bromo-3-(4-fluorophenyl)propane), C(C1=CC=CC=C1)N1C=NC=C1C=O (1-benzyl-5-imidazole carbaldehyde). The product is C(C1=CC=CC=C1)N1C=NC=C1C(CCCC1=CC=C(C=C1)F)O (1-benzyl-5-[4-(4-fluorophenyl)-1-hydroxybutyl]-1H-imidazole). RXN SMILES: Br[CH2:2][CH2:3][CH2:4][C:5]1[CH:10]=[CH:9][C:8]([F:11])=[CH:7][CH:6]=1.[CH2:12]([N:19]1[C:23]([CH:24]=[O:25])=[CH:22][N:21]=[CH:20]1)[C:13]1[CH:18]=[CH:17][CH:16]=[CH:15][CH:14]=1>>[CH2:12]([N:19]1[C:23]([CH:24]([OH:25])[CH2:2][CH2:3][CH2:4][C:5]2[CH:10]=[CH:9][C:8]([F:11])=[CH:7][CH:6]=2)=[CH:22][N:21]=[CH:20]1)[C:13]1[CH:14]=[CH:15][CH:16]=[CH:17][CH:18]=1. Procedure details: 1-benzyl-5-[4-(4-fluorophenyl)-1-hydroxybutyl]-1H-imidazole is prepared from 1-bromo-3-(4-fluorophenyl)propane and 1-benzyl-5-imidazole carbaldehyde by the same method described in example 7a). Starting materials: tetrahydropyranyl, C([O-])([O-])=O.[Ca+2] (calcium carbonate), [Br-].[Li+] (lithium bromide), Br[C@@H]1[C@H](C[C@@H]2CC[C@H]3[C@@H]4CC[C@@H]([C@@]4(C)CC[C@@H]3[C@]2(C1)C)C#N)O (2β-bromo-17β-cyano-3α-hydroxy-5α-androstane), O1CCCC=C1 (dihydropyran). Reagents/catalysts: C1(=CC=C(C=C1)S(=O)(=O)O)C (p-Toluenesulphonic acid). Run in C(Cl)(Cl)Cl (chloroform), CC(=O)N(C)C (dimethylacetamide), C1=CC=CC=C1 (benzene). Product: C(#N)[C@@H]1[C@]2(C)[C@@H](CC1)[C@@H]1CC[C@H]3C[C@@H](C=C[C@]3(C)[C@H]1CC2)O (17β-Cyano-3α-hydroxy-5α-androst-1-ene). The yield is 11.0%. As a reaction SMILES: Br[C@H:2]1[CH2:19][C@@:18]2([CH3:20])[C@@H:5]([CH2:6][CH2:7][C@@H:8]3[C@@H:17]2[CH2:16][CH2:15][C@@:13]2([CH3:14])[C@H:9]3[CH2:10][CH2:11][C@@H:12]2[C:21]#[N:22])[CH2:4][C@@H:3]1[OH:23].O1C=CCCC1.C(=O)([O-])[O-].[Ca+2].[Br-].[Li+]>C1C=CC=CC=1.CC(N(C)C)=O.C(Cl)(Cl)Cl.C1(C)C=CC(S(O)(=O)=O)=CC=1>[C:21]([C@H:12]1[CH2:11][CH2:10][C@H:9]2[C@H:8]3[C@H:17]([CH2:16][CH2:15][C@:13]12[CH3:14])[C@:18]1([CH3:20])[C@H:5]([CH2:4][C@H:3]([OH:23])[CH:2]=[CH:19]1)[CH2:6][CH2:7]3)#[N:22] |f:2.3,4.5|. Procedure: p-Toluenesulphonic acid (10 mg.) was added to a stirred solution of 2β-bromo-17β-cyano-3α-hydroxy-5α-androstane (2.65 g.,) and dihydropyran (10 ml.) in dry benzene (200 ml.). After 45 minutes at room temperature the solution was washed with aqueous 10% sodium bicarbonate (25 ml.) and water prior to being dried (MgSO4), filtered and evaporated to give crude 2β-bromo-17β-cyano-3α-(tetrahydropyran-2'ξ-yloxy)-5α-androstane. A mixture of calcium carbonate (15 g.), anhydrous lithium bromide (22.5 g.) ... Reactants: N#C[Cu], O=C(Nc1cccc(C(F)(F)F)c1)c1ccc2c(NCc3ccccc3)nnc(I)c2c1, c1ccncc1. Product: N#Cc1nnc(NCc2ccccc2)c2ccc(C(=O)Nc3cccc(C(F)(F)F)c3)cc12. As a reaction SMILES: [Cu:33][C:34]#[N:35].[F:1][C:2]([c:3]1[cH:4][c:5]([NH:9][C:10](=[O:11])[c:12]2[cH:13][c:14]3[c:15]([I:30])[n:16][n:17][c:18]([NH:22][CH2:23][c:24]4[cH:25][cH:26][cH:27][cH:28][cH:29]4)[c:19]3[cH:20][cH:21]2)[cH:6][cH:7][cH:8]1)([F:31])[F:32].[cH:36]1[cH:37][cH:38][n:39][cH:40][cH:41]1>>[F:1][C:2]([c:3]1[cH:4][c:5]([NH:9][C:10](=[O:11])[c:12]2[cH:13][c:14]3[c:15]([C:34]#[N:35])[n:16][n:17][c:18]([NH:22][CH2:23][c:24]4[cH:25][cH:26][cH:27][cH:28][cH:29]4)[c:19]3[cH:20][cH:21]2)[cH:6][cH:7][cH:8]1)([F:31])[F:32]. Product: C=C1CC(C#N)(COC)C1. Reaction SMILES: [CH2:1]=[C:2]1[CH2:3][CH:4]([C:6]#[N:7])[CH2:5]1.[CH3:16][O:17][CH2:18][Cl:19].[CH:8]([N-:9][CH:10]([CH3:11])[CH3:12])([CH3:13])[CH3:14].[Li+:15].[O:20]1[CH2:21][CH2:22][CH2:23][CH2:24]1>>[CH2:1]=[C:2]1[CH2:3][C:4]([C:6]#[N:7])([CH2:18][O:17][CH3:16])[CH2:5]1. Starting materials: C=C1CC(C#N)C1, COCCl, CC(C)[N-]C(C)C, [Li+], C1CCOC1.